Task: describe an organic reaction: reactants, conditions, products, and yield. Dataset: the Open Reaction Database (ORD), a public repository of structured organic reaction records Starting materials: BrC1=CC=C(C=C1)[N+](=O)[O-] (1-Bromo-4-nitro-benzene), CN1CCNCC1 (1-methyl-piperazine). Procedure details: 50 g (0.247 Mol) of 1-Bromo-4-nitro-benzene and 55 mL. (0.495 Mol) of 1-methyl-piperazine are heated for 26 h at 80° C. After cooling, the reaction mixture is taken up in water and extracted with CH2Cl2CH3OH (8:2). The combined organic layers are dried (Na2SO4), filtered and evaporated under reduced pressure. The crude product is recrystallized from ethanol to obtain 1-methyl-4-(4-nitro-phenyl)-piperazine. Title compound: ES-MS: 443.0 [M+H]+; Rf=0.38 (CH2Cl2/MeOH 9:1). Solvent: O (water). RXN SMILES: Br[C:2]1[CH:7]=[CH:6][C:5]([N+:8]([O-:10])=[O:9])=[CH:4][CH:3]=1.[CH3:11][N:12]1[CH2:17][CH2:16][NH:15][CH2:14][CH2:13]1>O>[CH3:11][N:12]1[CH2:17][CH2:16][N:15]([C:2]2[CH:7]=[CH:6][C:5]([N+:8]([O-:10])=[O:9])=[CH:4][CH:3]=2)[CH2:14][CH2:13]1. The product is CN1CCN(CC1)C1=CC=C(C=C1)[N+](=O)[O-] (1-methyl-4-(4-nitro-phenyl)-piperazine). The reactants are ice water, N1(C=NC=C1)C[C@H]1N(C[C@@H](C1)OS(=O)(=O)C)C(=O)OCC1=CC=C(C=C1)[N+](=O)[O-] ((2S,4R)-2-(imidazol-1-yl)methyl-4-methanesulfonyloxy-1-(4-nitrobenzyloxycarbonyl)pyrrolidine), C(C)(=O)S (thioacetic S-acid), [H-].[Na+] (sodium hydride). The solvent is CN(C=O)C (dimethylformamide), CN(C=O)C (dimethylformamide). Product: C(C)(=O)S[C@H]1C[C@H](N(C1)C(=O)OCC1=CC=C(C=C1)[N+](=O)[O-])CN1C=NC=C1 ((2S,4S)-4-acetylthio-2-(imidazol-1-yl)methyl-1-(-4-nitrobenzyloxycarbonyl)pyrrolidine). As a reaction SMILES: [N:1]1([CH2:6][C@@H:7]2[CH2:11][C@@H:10](OS(C)(=O)=O)[CH2:9][N:8]2[C:17]([O:19][CH2:20][C:21]2[CH:26]=[CH:25][C:24]([N+:27]([O-:29])=[O:28])=[CH:23][CH:22]=2)=[O:18])[CH:5]=[CH:4][N:3]=[CH:2]1.[C:30]([SH:33])(=[O:32])[CH3:31].[H-].[Na+]>CN(C)C=O>[C:30]([S:33][C@@H:10]1[CH2:9][N:8]([C:17]([O:19][CH2:20][C:21]2[CH:26]=[CH:25][C:24]([N+:27]([O-:29])=[O:28])=[CH:23][CH:22]=2)=[O:18])[C@H:7]([CH2:6][N:1]2[CH:5]=[CH:4][N:3]=[CH:2]2)[CH2:11]1)(=[O:32])[CH3:31] |f:2.3|. Procedure details: A solution of (2S,4R)-2-(imidazol-1-yl)methyl-4-methanesulfonyloxy-1-(4-nitrobenzyloxycarbonyl)pyrrolidine (0.76 g) in dimethylformamide (2 ml) was added to a mixture of thioacetic S-acid (0.16 ml) and sodium hydride (62.8 % in oil suspension, 0.08 g) in dimethylformamide (5 ml) under nitrogen stream and the mixture was heated at 70°-75° C. for 5 hours. The mixture was poured into ice-water (70 ml), extracted with ethyl acetate (70 ml), dried over magnesium sulfate and concentrated under reduced... Starting materials: N (ammonia), N1(CCNCC1)CCC1=CC=C(C(=O)OCC)C=C1 (ethyl 4-[2-(piperazin-1-yl)-ethyl]-benzoate), ice water, N1=CC=CC=C1 (pyridine), ClC1=CC=C(C=C1)CC(=O)Cl (4-chlorophenylacetyl chloride). Solvent: C(Cl)Cl (methylene chloride), C(Cl)Cl (methylene chloride). Run at temperature 20 celsius, time 4 hour. The product is ClC1=CC=C(C=C1)CC(=O)N1CCN(CC1)CCC1=CC=C(C(=O)OCC)C=C1 (Ethyl 4-{2-[1-(4-chlorophenylacetyl)-piperazin-4-yl]-ethyl}-benzoate). Reaction SMILES: [N:1]1([CH2:7][CH2:8][C:9]2[CH:19]=[CH:18][C:12]([C:13]([O:15][CH2:16][CH3:17])=[O:14])=[CH:11][CH:10]=2)[CH2:6][CH2:5][NH:4][CH2:3][CH2:2]1.N1C=CC=CC=1.[Cl:26][C:27]1[CH:32]=[CH:31][C:30]([CH2:33][C:34](Cl)=[O:35])=[CH:29][CH:28]=1.N>C(Cl)Cl>[Cl:26][C:27]1[CH:32]=[CH:31][C:30]([CH2:33][C:34]([N:4]2[CH2:5][CH2:6][N:1]([CH2:7][CH2:8][C:9]3[CH:19]=[CH:18][C:12]([C:13]([O:15][CH2:16][CH3:17])=[O:14])=[CH:11][CH:10]=3)[CH2:2][CH2:3]2)=[O:35])=[CH:29][CH:28]=1. Procedure details: To a mixture of 9.7 g. (37 mmole) ethyl 4-[2-(piperazin-1-yl)-ethyl]-benzoate, 40 ml. methylene chloride and 6.3 g. (80 mmole) anhydrous pyridine is added dropwise at 0° C., in the course of 40 minutes, a solution of 7.0 g. (37 mmole) 4-chlorophenylacetyl chloride in 20 ml. methylene chloride, a cheesy precipitate being formed. After stirring at 20° C. for 4 hours, the reaction mixture is poured into 250 ml. ice water, rendered alkaline with ammonia and extracted several times with methylene chl... Starting materials: COC1=CC=C(CN(C2=NC=NN3C2=C(N=C3C)C=3C=NN(C3)C)C)C=C1 (N-(4-Methoxybenzyl)-N,7-dimethyl-5-(1-methyl-1H-pyrazol-4-yl)imidazo[5,1-f][1,2,4]triazin-4-amine), BrC1=NC=C(C=C1)C(F)(F)F (2-bromo-5-(trifluoromethyl)pyridine), C([O-])([O-])=O.[K+].[K+] (potassium carbonate). The reagents and catalysts are [CH2-]C=C.[CH2-]C=C.Cl[Pd+].Cl[Pd+] (Allylpalladium chloride dimer). Run in O1CCOCC1 (1,4-dioxane). Reaction conditions: temperature 160 celsius. Yields the product COC1=CC=C(CN(C2=NC=NN3C2=C(N=C3C)C=3C=NN(C3C3=NC=C(C=C3)C(F)(F)F)C)C)C=C1 (N-(4-methoxybenzyl)-N,7-dimethyl-5-{1-methyl-5-[5-(trifluoromethyl)pyridin-2-yl]-1H-pyrazol-4-yl}imidazo[5,1-f][1,2,4]triazin-4-amine). Yield: 56.1%. As a reaction SMILES: [CH3:1][O:2][C:3]1[CH:27]=[CH:26][C:6]([CH2:7][N:8]([CH3:25])[C:9]2[C:14]3=[C:15]([C:19]4[CH:20]=[N:21][N:22]([CH3:24])[CH:23]=4)[N:16]=[C:17]([CH3:18])[N:13]3[N:12]=[CH:11][N:10]=2)=[CH:5][CH:4]=1.Br[C:29]1[CH:34]=[CH:33][C:32]([C:35]([F:38])([F:37])[F:36])=[CH:31][N:30]=1.C(=O)([O-])[O-].[K+].[K+]>O1CCOCC1.[CH2-]C=C.[CH2-]C=C.Cl[Pd+].Cl[Pd+]>[CH3:1][O:2][C:3]1[CH:4]=[CH:5][C:6]([CH2:7][N:8]([CH3:25])[C:9]2[C:14]3=[C:15]([C:19]4[CH:20]=[N:21][N:22]([CH3:24])[C:23]=4[C:29]4[CH:34]=[CH:33][C:32]([C:35]([F:38])([F:37])[F:36])=[CH:31][N:30]=4)[N:16]=[C:17]([CH3:18])[N:13]3[N:12]=[CH:11][N:10]=2)=[CH:26][CH:27]=1 |f:2.3.4,6.7.8.9|. Procedure details: N-(4-Methoxybenzyl)-N,7-dimethyl-5-(1-methyl-1H-pyrazol-4-yl)imidazo[5,1-f][1,2,4]triazin-4-amine (10.0 g, 27.5 mmol), 2-bromo-5-(trifluoromethyl)pyridine (12.4 g, 54.9 mmol) and powdered potassium carbonate (11.4 g, 82.5 mmol) were combined in 1,4-dioxane (90 mL) and heated at reflux for 10 minutes. Allylpalladium chloride dimer (98%, 514 mg, 1.38 mmol) was added, and the reaction was heated for 22 hours at 160° C. in a sealed tube capped with a Q-Tube™ (Q Labtech). The reaction was cooled to r... Reactants: phosphorous ylide, COC1=CC=C(C=C1)C1OCC([C@@H](O1)C=O)(C)C ((4R)-2-(4-Methoxyphenyl)-5,5-dimethyl-1,3-dioxan-4-carbaldehyde), [Li]CCCC (n-BuLi), CCCCCC (hexane). Reagents/catalysts: [Br-].C[P+](C1=CC=CC=C1)(C1=CC=CC=C1)C1=CC=CC=C1 (methyltriphenylphosphonium bromide). The solvent is O1CCCC1 (tetrahydrofuran). The product is CC1([C@@H](OC(OC1)C1=CC=C(C=C1)OC)C=C)C (1-((4S)-5,5-Dimethyl-4-vinyl(1,3-dioxan-2-yl))-4-methoxybenzene). The yield is 81.0%. Reaction SMILES: [Li][CH2:2]CCC.CCCCCC.[CH3:12][O:13][C:14]1[CH:19]=[CH:18][C:17]([CH:20]2[O:25][C@@H:24]([CH:26]=O)[C:23]([CH3:29])([CH3:28])[CH2:22][O:21]2)=[CH:16][CH:15]=1>[Br-].C[P+](C1C=CC=CC=1)(C1C=CC=CC=1)C1C=CC=CC=1.O1CCCC1>[CH3:29][C:23]1([CH3:28])[CH2:22][O:21][CH:20]([C:17]2[CH:16]=[CH:15][C:14]([O:13][CH3:12])=[CH:19][CH:18]=2)[O:25][C@H:24]1[CH:26]=[CH2:2] |f:3.4|. Reported procedure: Following the general procedure for the methylenation by Wittig-olefination of Description 8, a phosphorous ylide generated from 73.4 g (205.5 mmol) of methyltriphenylphosphonium bromide and 125.7 mL of 1.6 M n-BuLi in hexane (201.1 mmol) in 440 mL of anhydrous tetrahydrofuran (THF), was reacted with 25.0 g (100.0 mmol) of (4R)-2-(4-methoxyphenyl)-5,5-dimethyl-1,3-dioxan-4-carbaldehyde (8b). Aqueous work-up followed by purification using column chromatography with mixtures of diethyl ether (Et2O...